From a dataset of the Open Reaction Database (ORD), a public repository of structured organic reaction records. describe an organic reaction: reactants, conditions, products, and yield Reactants: [N+](=O)([O-])C1=CC=C(C=C1)N1CCNCC1 (1-(4-nitrophenyl)piperazine), C1COS(=O)(=O)C1 (1,3-propane sultone). Run in CC(=O)C (acetone). Yields the product [N+](=O)([O-])C1=CC=C(C=C1)N1CCN(CC1)CCCS(=O)(=O)O (3-[4-(4-nitrophenyl)piperazin-1-yl]-1-propanesulfonic acid). RXN SMILES: [N+:1]([C:4]1[CH:9]=[CH:8][C:7]([N:10]2[CH2:15][CH2:14][NH:13][CH2:12][CH2:11]2)=[CH:6][CH:5]=1)([O-:3])=[O:2].[CH2:16]1[CH2:22][S:19](=[O:21])(=[O:20])[O:18][CH2:17]1>CC(C)=O>[N+:1]([C:4]1[CH:5]=[CH:6][C:7]([N:10]2[CH2:15][CH2:14][N:13]([CH2:17][CH2:16][CH2:22][S:19]([OH:21])(=[O:20])=[O:18])[CH2:12][CH2:11]2)=[CH:8][CH:9]=1)([O-:3])=[O:2]. Procedure: To a solution of 1-(4-nitrophenyl)piperazine (2.58 g, 12.1 mmol) in acetone (25 mL) was added 1,3-propane sultone (1.06 g, 8.6 mmol). The mixture was stirred at reflux for 2 h. The reaction was cooled to room temperature. The solid was collected by filtration, washed with acetone (2×25 mL) and dried in vacuo. This allowed the isolation of compound N, 2.85 g (71%). Reactants: CC(C(=O)OCC)(CC#CCN1CCOCC1)C (ethyl 2,2-dimethyl-6-morpholin-4-ylhex-4-ynoate), [H-].[H-].[H-].[H-].[Li+].[Al+3] (LiAlH4), solution. The solvent is C1CCOC1 (THF). Conditions: temperature 0 celsius, time 1 hour. Product: CC(CO)(CC#CCN1CCOCC1)C (2,2-dimethyl-6-morpholin-4-ylhex-4-yn-1-ol). Yield: 95.3%. Reaction SMILES: [CH3:1][C:2]([CH3:18])([CH2:8][C:9]#[C:10][CH2:11][N:12]1[CH2:17][CH2:16][O:15][CH2:14][CH2:13]1)[C:3](OCC)=[O:4].[H-].[H-].[H-].[H-].[Li+].[Al+3]>C1COCC1>[CH3:1][C:2]([CH3:18])([CH2:8][C:9]#[C:10][CH2:11][N:12]1[CH2:17][CH2:16][O:15][CH2:14][CH2:13]1)[CH2:3][OH:4] |f:1.2.3.4.5.6|. Procedure details: To a solution of ethyl 2,2-dimethyl-6-morpholin-4-ylhex-4-ynoate (380 mg; 1.50 mmol) in THF (5 mL) at 0° C. was added LiAlH4 (2.25 mL; solution 1.00 M in THF; 2.25 mmol). The mixture was stirred at 0° C. for 1 h and quenched with water (80 μL), 80 μL NaOH 15% (80 μL) and water (3×80 μL). The suspension thus obtained was then filtrated through a celite pad and rinsed several times with EtOAc. The filtrate was concentrated under reduced pressure to give 302 mg of the title compound as an orange oi...